Dataset: the Open Reaction Database (ORD), a public repository of structured organic reaction records. Task: describe an organic reaction: reactants, conditions, products, and yield Starting materials: O=C([O-])[O-], NN1CCN(C(=O)Cn2c(=O)sc3ccc(Cl)cc32)CC1, ClCCl, CCOC(=O)Cl, [K+], [K+], C1COCCO1. Product: CCOC(=O)NN1CCN(C(=O)Cn2c(=O)sc3ccc(Cl)cc32)CC1. As a reaction SMILES: [C:22](=[O:23])([O-:24])[O-:25].[Cl:1][c:2]1[cH:3][cH:4][c:5]2[c:6]([n:7]([CH2:11][C:12](=[O:13])[N:14]3[CH2:15][CH2:16][N:17]([NH2:20])[CH2:18][CH2:19]3)[c:8](=[O:10])[s:9]2)[cH:21]1.[Cl:28][CH2:29][Cl:30].[Cl:31][C:32](=[O:33])[O:34][CH2:35][CH3:36].[K+:26].[K+:27].[O:37]1[CH2:38][CH2:39][O:40][CH2:41][CH2:42]1>>[Cl:1][c:2]1[cH:3][cH:4][c:5]2[c:6]([n:7]([CH2:11][C:12](=[O:13])[N:14]3[CH2:15][CH2:16][N:17]([NH:20][C:32](=[O:33])[O:34][CH2:35][CH3:36])[CH2:18][CH2:19]3)[c:8](=[O:10])[s:9]2)[cH:21]1. Reactants: CC1=NC=NC(=C1)C (4,6-dimethylpyrimidine), C(CCC)[Li] (n-butyllithium), [Cl-].[NH4+] (ammonium chloride), C(C1=CC=CC=C1)Br (benzylbromide). Run in C1CCOC1 (THF). Reaction conditions: temperature 0 celsius, time 30 minute. The product is CC1=NC=NC(=C1)CCC1=CC=CC=C1 (4-methyl-6-phenethylpyrimidine). Isolated yield 85.7%. As a reaction SMILES: [CH3:1][C:2]1[CH:7]=[C:6]([CH3:8])[N:5]=[CH:4][N:3]=1.C([Li])CCC.[CH2:14](Br)[C:15]1[CH:20]=[CH:19][CH:18]=[CH:17][CH:16]=1.[Cl-].[NH4+]>C1COCC1>[CH3:1][C:2]1[CH:7]=[C:6]([CH2:8][CH2:14][C:15]2[CH:20]=[CH:19][CH:18]=[CH:17][CH:16]=2)[N:5]=[CH:4][N:3]=1 |f:3.4|. Procedure: To a solution of 4,6-dimethylpyrimidine (1.08 g, 10 mmol) in THF (40 ml) was added dropwise at −78° C. a solution of n-butyllithium. To the solution was added benzylbromide (1.71 g, 10 mmol). The mixture was warmed up to 0° C. and stirred for 30 minutes. To the reaction mixture was added an aqueous solution of ammonium chloride. The mixture was extracted with ethyl acetate, washed with water, dried and concentrated. The obtained residue was chromatographed on silica gel (n-hexane-ethyl acetate).... Reactants: OC(C)C=1OC(=CN1)CN1N=CC(=N1)NC(=O)C=1N=COC1C1=CC=CC=C1 (5-phenyl-oxazole-4-carboxylic acid {2-[2-(1-hydroxy-ethyl)-oxazol-5-ylmethyl]-2H-[1,2,3]triazol-4-yl}-amide), N#N (N2). Reagents/catalysts: O=[Mn]=O (MnO2). Solvent: C(=O)(C)C#N (AcCN). Run at time 8 hour. Yields the product C(C)(=O)C=1OC(=CN1)CN1N=CC(=N1)NC(=O)C=1N=COC1C1=CC=CC=C1 (5-Phenyl-oxazole-4-carboxylic acid [2-(2-acetyl-oxazol-5-ylmethyl)-2H-[1,2,3]triazol-4-yl]-amide). As a reaction SMILES: N#N.[OH:3][CH:4]([C:6]1[O:7][C:8]([CH2:11][N:12]2[N:16]=[C:15]([NH:17][C:18]([C:20]3[N:21]=[CH:22][O:23][C:24]=3[C:25]3[CH:30]=[CH:29][CH:28]=[CH:27][CH:26]=3)=[O:19])[CH:14]=[N:13]2)=[CH:9][N:10]=1)[CH3:5]>C(C#N)(C)=O.O=[Mn]=O>[C:4]([C:6]1[O:7][C:8]([CH2:11][N:12]2[N:16]=[C:15]([NH:17][C:18]([C:20]3[N:21]=[CH:22][O:23][C:24]=3[C:25]3[CH:30]=[CH:29][CH:28]=[CH:27][CH:26]=3)=[O:19])[CH:14]=[N:13]2)=[CH:9][N:10]=1)(=[O:3])[CH3:5]. Procedure: In a flame dried round-bottomed flask equipped with a magnetic stir bar and under inert atmosphere (N2), a solution of 5-phenyl-oxazole-4-carboxylic acid {2-[2-(1-hydroxy-ethyl)-oxazol-5-ylmethyl]-2H-[1,2,3]triazol-4-yl}-amide (60 mg, 0.16 mmol) in AcCN (1.6 mL) was treated at rt with MnO2 (114 mg, 1.18 mmol) and the reaction mixture was stirred at rt overnight before being filtered through Celite. The solvent was removed under reduced pressure and the residue was dissolved in EA (10 mL), washed...